Dataset: the Open Reaction Database (ORD), a public repository of structured organic reaction records. Task: describe an organic reaction: reactants, conditions, products, and yield Starting materials: COC(=O)CCc1c(Nc2c(F)cccc2F)nc(SC)nc1-c1ccc(F)cc1C, C[O-], CO, [Na+]. Product: CSc1nc(-c2ccc(F)cc2C)c2c(n1)N(c1c(F)cccc1F)C(=O)CC2. As a reaction SMILES: [CH3:1][O:2][C:3]([CH2:4][CH2:5][c:6]1[c:7]([NH:22][c:23]2[c:24]([F:30])[cH:25][cH:26][cH:27][c:28]2[F:29])[n:8][c:9]([S:20][CH3:21])[n:10][c:11]1-[c:12]1[c:13]([CH3:19])[cH:14][c:15]([F:18])[cH:16][cH:17]1)=[O:31].[CH3:32][O-:33].[CH3:35][OH:36].[Na+:34]>>[C:3]1(=[O:31])[CH2:4][CH2:5][c:6]2[c:7]([n:8][c:9]([S:20][CH3:21])[n:10][c:11]2-[c:12]2[c:13]([CH3:19])[cH:14][c:15]([F:18])[cH:16][cH:17]2)[N:22]1[c:23]1[c:24]([F:30])[cH:25][cH:26][cH:27][c:28]1[F:29]. Run at temperature 25 celsius, time 16 hour. Run in C1CCOC1 (THF). Reactants: Cl (HCl), C(C)(C)(C)OC(=O)N[C@H]([C@H](C[C@H](CC1=CC=C(C=C1)C1=NC=CC=C1)NC(OCC1=CC=CC=C1)=O)O)CC1=CC=CC=C1 (Benzyl (1S,3S,4S)-4-[(tert-butoxycarbonyl)amino]-3-hydroxy-5-phenyl-1-[4-(2-pyridinyl)benzyl]pentylcarbamate). The product is N[C@H]([C@H](C[C@H](CC1=CC=C(C=C1)C1=NC=CC=C1)NC(OCC1=CC=CC=C1)=O)O)CC1=CC=CC=C1 (benzyl(1S,3S,4S)-4-amino-3-hydroxy-5-phenyl-1-[4-(2-pyridinyl)benzyl]pentylcarbamate), hydrochloride salt. As a reaction SMILES: C(OC([NH:8][C@@H:9]([CH2:38][C:39]1[CH:44]=[CH:43][CH:42]=[CH:41][CH:40]=1)[C@@H:10]([OH:37])[CH2:11][C@@H:12]([NH:26][C:27](=[O:36])[O:28][CH2:29][C:30]1[CH:35]=[CH:34][CH:33]=[CH:32][CH:31]=1)[CH2:13][C:14]1[CH:19]=[CH:18][C:17]([C:20]2[CH:25]=[CH:24][CH:23]=[CH:22][N:21]=2)=[CH:16][CH:15]=1)=O)(C)(C)C.Cl>C1COCC1>[NH2:8][C@@H:9]([CH2:38][C:39]1[CH:40]=[CH:41][CH:42]=[CH:43][CH:44]=1)[C@@H:10]([OH:37])[CH2:11][C@@H:12]([NH:26][C:27](=[O:36])[O:28][CH2:29][C:30]1[CH:31]=[CH:32][CH:33]=[CH:34][CH:35]=1)[CH2:13][C:14]1[CH:15]=[CH:16][C:17]([C:20]2[CH:25]=[CH:24][CH:23]=[CH:22][N:21]=2)=[CH:18][CH:19]=1. Procedure details: A solution containing the product from Example 1C (0.088 g, 0.15 mmol) in a mixture of THF (2 mL) and aqueous HCl (0.26 mL, 4 N) was stirred at 25° C. for 16 hours, then heated at 60° C. for 2 hours, cooled and concentrated. The residue was treated with ethanol and concentrated several times to give the title compound as the hydrochloride salt, which was used without further purification.